Dataset: the Open Reaction Database (ORD), a public repository of structured organic reaction records. Task: describe an organic reaction: reactants, conditions, products, and yield Conditions: time 3 hour. Solvent: CN(C)C=O (DMF). The yield is 22.8%. Procedure details: To 4-chloro-2-(difluoro(5-fluoropyridin-2-yl)methyl)-7-methoxyquinazoline (355 mg, 0.91 mmol) in DMF (5.0 mL) at rt were added tert-butyl 3-amino-5-methyl-1H-pyrazole-1-carboxylate (0.448 g, 2.27 mmol) and DIEA (0.40 mL, 2.3 mmol), and the mixture was stirred at rt for 3 h. The mixture was purified by preparative reverse-phase HPLC using TFA as a modifier, and the fractions containing the desired product were neutralized with saturated aq NaHCO3 and extracted with EtOAc (100 mL). The organic lay... Yields the product FC(C1=NC2=CC(=CC=C2C(=N1)NC1=NN(C(=C1)C)C(=O)OC(C)(C)C)OC)(C1=NC=C(C=C1)F)F (tert-butyl 3-(2-(difluoro(5-fluoropyridin-2-yl)methyl)-7-methoxyquinazolin-4-ylamino)-5-methyl-1H-pyrazole-1-carboxylate). Reaction SMILES: Cl[C:2]1[C:11]2[C:6](=[CH:7][C:8]([O:12][CH3:13])=[CH:9][CH:10]=2)[N:5]=[C:4]([C:14]([F:23])([F:22])[C:15]2[CH:20]=[CH:19][C:18]([F:21])=[CH:17][N:16]=2)[N:3]=1.[NH2:24][C:25]1[CH:29]=[C:28]([CH3:30])[N:27]([C:31]([O:33][C:34]([CH3:37])([CH3:36])[CH3:35])=[O:32])[N:26]=1.CCN(C(C)C)C(C)C>CN(C=O)C>[F:22][C:14]([F:23])([C:15]1[CH:20]=[CH:19][C:18]([F:21])=[CH:17][N:16]=1)[C:4]1[N:3]=[C:2]([NH:24][C:25]2[CH:29]=[C:28]([CH3:30])[N:27]([C:31]([O:33][C:34]([CH3:37])([CH3:36])[CH3:35])=[O:32])[N:26]=2)[C:11]2[C:6](=[CH:7][C:8]([O:12][CH3:13])=[CH:9][CH:10]=2)[N:5]=1. The reactants are ClC1=NC(=NC2=CC(=CC=C12)OC)C(C1=NC=C(C=C1)F)(F)F (4-chloro-2-(difluoro(5-fluoropyridin-2-yl)methyl)-7-methoxyquinazoline), NC1=NN(C(=C1)C)C(=O)OC(C)(C)C (tert-butyl 3-amino-5-methyl-1H-pyrazole-1-carboxylate), CCN(C(C)C)C(C)C (DIEA). The reactants are Cl (HCl), C(C)(C)(C)OC(=O)N1CC(CC1)C=1C=C2C(=CC=NC2=CC1)NC(=O)NC1=NC=CN=C1 (tert-butyl-3-[4-(3-pyrazin-2-yl-ureido)-quinolin-6-yl]-pyrrolidine-1-carboxylate), Cl (HCl). Solvent: C(Cl)Cl (DCM), CC(C)O (propanol-2). Yields the product N1=C(C=NC=C1)NC(=O)NC1=CC=NC2=CC=C(C=C12)C1CNCC1 (1-Pyrazin-2-yl-3-(6-pyrrolidin-3-yl-quinolin-4-yl)-urea), di-hydrochloride. Isolated yield 124.6%. Reaction SMILES: C(OC([N:8]1[CH2:12][CH2:11][CH:10]([C:13]2[CH:14]=[C:15]3[C:20](=[CH:21][CH:22]=2)[N:19]=[CH:18][CH:17]=[C:16]3[NH:23][C:24]([NH:26][C:27]2[CH:32]=[N:31][CH:30]=[CH:29][N:28]=2)=[O:25])[CH2:9]1)=O)(C)(C)C.Cl>C(Cl)Cl.CC(O)C>[N:28]1[CH:29]=[CH:30][N:31]=[CH:32][C:27]=1[NH:26][C:24]([NH:23][C:16]1[C:15]2[C:20](=[CH:21][CH:22]=[C:13]([CH:10]3[CH2:11][CH2:12][NH:8][CH2:9]3)[CH:14]=2)[N:19]=[CH:18][CH:17]=1)=[O:25]. Procedure details: To a solution of 50 mg of tert-butyl-3-[4-(3-pyrazin-2-yl-ureido)-quinolin-6-yl]-pyrrolidine-1-carboxylate (example 43) (0.120 mmol) in 5 ml of DCM was added 1 ml of 6M HCl solution in propanol-2 with stirring at room temperature. After reaction over night the solvent and excess HCl was removed in vacuum, and the residue was co-distilled at least three times with propanol-2. 50 mg of the desired product were obtained as powder as the di-hydrochloride salt (yield: quant.). Reactants: CSC(=NC#N)SC, ClCCl, CO, CCO, NCCN1CCC(c2noc3cc(F)ccc23)CC1. Yields the product CSC(=NCCN1CCC(c2noc3cc(F)ccc23)CC1)NC#N. Reaction SMILES: [C:20](#[N:21])[N:22]=[C:23]([S:24][CH3:25])[S:26][CH3:27].[CH2:30]([Cl:31])[Cl:32].[CH3:28][OH:29].[CH3:33][CH2:34][OH:35].[NH2:1][CH2:2][CH2:3][N:4]1[CH2:5][CH2:6][CH:7]([c:10]2[n:11][o:12][c:13]3[c:14]2[cH:15][cH:16][c:17]([F:19])[cH:18]3)[CH2:8][CH2:9]1>>[N:1]([CH2:2][CH2:3][N:4]1[CH2:5][CH2:6][CH:7]([c:10]2[n:11][o:12][c:13]3[c:14]2[cH:15][cH:16][c:17]([F:19])[cH:18]3)[CH2:8][CH2:9]1)=[C:23]([NH:22][C:20]#[N:21])[S:24][CH3:25]. Starting materials: [OH-].[Na+] (sodium hydroxide), Cl.COC=1C=C(C=C2C1OCO2)CC[NH-] (2-(3-methoxy-4,5-methylenedioxyphenyl)ethylamide hydrochloride), C(=O)O (formic acid). The solvent is O (water). The product is COC=1C=C(C=C2C1OCO2)CCNC=O (N-[2-(3-methoxy-4,5-methylenedioxyphenyl)ethyl]formamide). Yield: 81.8%. RXN SMILES: Cl.[CH3:2][O:3][C:4]1[CH:5]=[C:6]([CH2:13][CH2:14][NH-:15])[CH:7]=[C:8]2[O:12][CH2:11][O:10][C:9]=12.[OH-].[Na+].[CH:18](O)=[O:19]>O>[CH3:2][O:3][C:4]1[CH:5]=[C:6]([CH2:13][CH2:14][NH:15][CH:18]=[O:19])[CH:7]=[C:8]2[O:12][CH2:11][O:10][C:9]=12 |f:0.1,2.3|. Procedure details: 6.95 g (30 mmol) of 2-(3-methoxy-4,5-methylenedioxyphenyl)ethylamide hydrochloride was dissolved in 30 ml of water, and the mixture was made basic with 25% sodium hydroxide aqueous solution. The mixture was extracted with 30 ml of toluene. The toluene layer was washed with 10 ml of water, added with 2.73 g (59.3 mmol) of formic acid, refluxed under heating for 2 hours at normal pressure to distill off about 15 ml of the toluene while separating the produced water by an azeotropic distillation an... Reactants: C(C1=CC=CC=C1)N1N=C(C(=C1)CCC(=O)OCC)OCC (ethyl 3-(1-benzyl-3-ethoxy-1H-pyrazol-4-yl)propionate), C(C)O (ethanol). Reagents/catalysts: [C].[Pd] (palladium-carbon). Run in C(=O)O (formic acid). Product: C(C)OC1=NNC=C1CCC(=O)OCC (ethyl 3-(3-ethoxy-1H-pyrazol-4-yl)propionate). Isolated yield 71.9%. RXN SMILES: C([N:8]1[CH:12]=[C:11]([CH2:13][CH2:14][C:15]([O:17][CH2:18][CH3:19])=[O:16])[C:10]([O:20][CH2:21][CH3:22])=[N:9]1)C1C=CC=CC=1.C(O)C>[C].[Pd].C(O)=O>[CH2:21]([O:20][C:10]1[C:11]([CH2:13][CH2:14][C:15]([O:17][CH2:18][CH3:19])=[O:16])=[CH:12][NH:8][N:9]=1)[CH3:22] |f:2.3|. Reported procedure: A mixture of ethyl 3-(1-benzyl-3-ethoxy-1H-pyrazol-4-yl)propionate (21.20 g), 5% palladium-carbon (40.00 g), ethanol (200 ml), and formic acid (100 ml) was refluxed for one hour. After the palladium-carbon was removed by filtration, the filtrate was concentrated. The residue was dissolved in ethyl acetate, which was washed with saturated aqueous sodium bicarbonate and then with saturated aqueous sodium chloride solution, dried (MgSO4), and then concentrated. The residue was subjected to silica g... Procedure details: Compound 7 (5.94 g, 0.02 mole), benzylhydrazine 50 (4.88 g, 0.04 mole) and glacial acetic acid (1.5 ml) were allowed to react as in the preparation of compound 55 to afford compound 56. Yield: 1.56 g (19.5%); white crystals; Solvent: C(C)(=O)O (acetic acid). Reaction SMILES: [CH3:1][C:2]1[Se:6][C:5]([C:7]([C:9]2[O:10][C:11]([C:14]([O:16][CH3:17])=[O:15])=[CH:12][CH:13]=2)=O)=[CH:4][CH:3]=1.[CH2:18]([NH:25][NH2:26])[C:19]1[CH:24]=[CH:23][CH:22]=[CH:21][CH:20]=1.C(N1C2C=C[Se]C=2C(C2OC(C(OC)=O)=CC=2)=N1)C1C=CC=CC=1>C(O)(=O)C>[CH2:18]([N:25]1[C:4]2[CH:3]=[C:2]([CH3:1])[Se:6][C:5]=2[C:7]([C:9]2[O:10][C:11]([C:14]([O:16][CH3:17])=[O:15])=[CH:12][CH:13]=2)=[N:26]1)[C:19]1[CH:24]=[CH:23][CH:22]=[CH:21][CH:20]=1. Reactants: CC1=CC=C([Se]1)C(=O)C=1OC(=CC1)C(=O)OC (5-Methoxycarbonyl-2-furyl 5-methyl-2-selenophenyl ketone), C(C1=CC=CC=C1)NN (benzylhydrazine), C(C1=CC=CC=C1)N1N=C(C2=C1C=C[Se]2)C=2OC(=CC2)C(=O)OC (1-Benzyl-3-(5-methoxycarbonyl-2-furyl)selenolo[3,2-c]-pyrazole). The product is C(C1=CC=CC=C1)N1N=C(C2=C1C=C([Se]2)C)C=2OC(=CC2)C(=O)OC (1-Benzyl-3-(5-methoxycarbonyl-2-furyl)-5-methylselenolo[3,2-c]pyrazole). Starting materials: NC1=C(C=C(C=C1)C(F)(F)F)O (2-amino-5-trifluoromethylphenol), C(C1=CC=NC=C1)(=O)O (isonicotinic acid), CCN=C=NCCCN(C)C (WSC), N1=CC=CC=C1 (pyridine). Run in O (water). Run at temperature 80 celsius. Product: OC1=C(C=CC(=C1)C(F)(F)F)NC(C1=CC=NC=C1)=O (N-(2-hydroxy-4-trifluoromethylphenyl)isonicotinamide). The yield is 72.7%. As a reaction SMILES: [NH2:1][C:2]1[CH:7]=[CH:6][C:5]([C:8]([F:11])([F:10])[F:9])=[CH:4][C:3]=1[OH:12].[C:13](O)(=[O:20])[C:14]1[CH:19]=[CH:18][N:17]=[CH:16][CH:15]=1.CCN=C=NCCCN(C)C.N1C=CC=CC=1>O>[OH:12][C:3]1[CH:4]=[C:5]([C:8]([F:9])([F:10])[F:11])[CH:6]=[CH:7][C:2]=1[NH:1][C:13](=[O:20])[C:14]1[CH:19]=[CH:18][N:17]=[CH:16][CH:15]=1. Reported procedure: A mixture of 1.30 g of 2-amino-5-trifluoromethylphenol, 0.9 g of isonicotinic acid, 1.83 g of WSC and 15 ml of pyridine was stirred while heating at 80° C. for three hours. The mixture was cooled to room temperature, and then water was poured. Precipitated solid was filtered and washed with water, and then dried under reduced pressure to give 1.5 g of N-(2-hydroxy-4-trifluoromethylphenyl)isonicotinamide. Starting materials: C(C1=CC=CC=C1)OC(=O)NC1=CC=C(CN2C3=C(N([C@H]4[C@@H](C2=O)CCC4)C(CBr)=O)C=CC=C3)C=C1 ((3aR*,10aS*)-9-[4-(Benzyloxycarbonylamino)benzyl]-4-(bromoacetyl)-2,3,3a,4,9,10a-hexahydrobenzo[b]cyclopenta[e][l,4]diazepin-10(1H)-one), C1(C=2C(C(N1)=O)=CC=CC2)=O.[K] (potassium phthalimide). The solvent is O (water), CN(C)C=O (DMF). Conditions: time 1 hour. Yields the product C(C1=CC=CC=C1)OC(=O)NC1=CC=C(CN2C3=C(N([C@H]4[C@@H](C2=O)CCC4)C(CN4C(C=2C(C4=O)=CC=CC2)=O)=O)C=CC=C3)C=C1 ((3aR*,10aS*)-9-[4-(Benzyloxycarbonylamino)benzyl]-4-(phthalimidoacetyl)-2,3,3a,4,9,10a-hexahydrobenzo[b]cyclopenta[e][1,4]diazepin-10(1H)-one). The yield is 89.5%. As a reaction SMILES: [CH2:1]([O:8][C:9]([NH:11][C:12]1[CH:37]=[CH:36][C:15]([CH2:16][N:17]2[C:23](=[O:24])[C@H:22]3[CH2:25][CH2:26][CH2:27][C@H:21]3[N:20]([C:28](=[O:31])[CH2:29]Br)[C:19]3[CH:32]=[CH:33][CH:34]=[CH:35][C:18]2=3)=[CH:14][CH:13]=1)=[O:10])[C:2]1[CH:7]=[CH:6][CH:5]=[CH:4][CH:3]=1.[C:38]1(=[O:48])[NH:42][C:41](=[O:43])[C:40]2=[CH:44][CH:45]=[CH:46][CH:47]=[C:39]12.[K]>CN(C=O)C.O>[CH2:1]([O:8][C:9]([NH:11][C:12]1[CH:37]=[CH:36][C:15]([CH2:16][N:17]2[C:23](=[O:24])[C@H:22]3[CH2:25][CH2:26][CH2:27][C@H:21]3[N:20]([C:28](=[O:31])[CH2:29][N:42]3[C:41](=[O:43])[C:40]4=[CH:44][CH:45]=[CH:46][CH:47]=[C:39]4[C:38]3=[O:48])[C:19]3[CH:32]=[CH:33][CH:34]=[CH:35][C:18]2=3)=[CH:14][CH:13]=1)=[O:10])[C:2]1[CH:7]=[CH:6][CH:5]=[CH:4][CH:3]=1 |f:1.2,^1:48|. Reported procedure: (3aR*,10aS*)-9-[4-(Benzyloxycarbonylamino)benzyl]-4-(bromoacetyl)-2,3,3a,4,9,10a-hexahydrobenzo[b]cyclopenta[e][l,4]diazepin-10(1H)-one (496 mg, 0.88 mmol) and potassium phthalimide (172 mg, 0.93 mmol) were suspended in DMF (3 mL) and the suspension was stirred at room temperature for 1 hour. This reaction mixture was diluted with water and extracted with 3 portions of chloroform. The pooled organic layer was washed with water, dried over MgSO4, filtered, and concentrated under reduced pressure.... Reactants: C(C1=CC=CC=C1)[C@@H](C(=O)OCC1=CC=CC=C1)CC(=O)CCl (Benzyl (2R)-2-Benzyl-3-chloromethylcarbonylpropionate), [Na+].[I-] (NaI), N1CCOCC1 (morpholine). The solvent is CN(C=O)C (dimethylformamide), C(C)(=O)OCC (ethyl acetate). Yields the product C(C1=CC=CC=C1)[C@@H](C(=O)OCC1=CC=CC=C1)CC(CN1CCOCC1)=O (Benzyl (2R)-2-Benzyl-5-morpholin-4-yl-4-oxopentanoate). Isolated yield 65.5%. As a reaction SMILES: [CH2:1]([C@H:8]([CH2:19][C:20]([CH2:22]Cl)=[O:21])[C:9]([O:11][CH2:12][C:13]1[CH:18]=[CH:17][CH:16]=[CH:15][CH:14]=1)=[O:10])[C:2]1[CH:7]=[CH:6][CH:5]=[CH:4][CH:3]=1.[Na+].[I-].[NH:26]1[CH2:31][CH2:30][O:29][CH2:28][CH2:27]1>CN(C)C=O.C(OCC)(=O)C>[CH2:1]([C@H:8]([CH2:19][C:20](=[O:21])[CH2:22][N:26]1[CH2:31][CH2:30][O:29][CH2:28][CH2:27]1)[C:9]([O:11][CH2:12][C:13]1[CH:18]=[CH:17][CH:16]=[CH:15][CH:14]=1)=[O:10])[C:2]1[CH:7]=[CH:6][CH:5]=[CH:4][CH:3]=1 |f:1.2|. Procedure details: The resultant compound from Example 34 (610 mg, 1.84 mmol) in dimethylformamide (10 ml) was treated with NaI (33 mg, 0.22 mmol) and morpholine (0.60 ml, 6.88 mmol). After 2 h the mixture was diluted with ethyl acetate, washed with water and brine, and then dried over Na2SO4, and evaporated. Chromatography of the residue on silica gel with 60% ethyl acetate/40% hexane afforded 460 mg (65%) of an oil. 1H NMR (CDCl3) δ7.05-7.40 (m,10H), 5.11 (d,1H), 5.06 (d,1H), 3.68 (m,4H), 3.22-3.32 m,1H), 3.15 (... Reactants: BrC1=CC=C(C=C1)N1N=C(C=C1C1=CC=CC=C1)C1=CC=CC=C1 (1(4-bromophenyl)-3,5-diphenyl-1H-pyrazol), C(C)(C)(C)P(C(C)(C)C)C(C)(C)C (tri(tert-butyl)phosphine), C1=CC=CC=2C3=CC=CC=C3NC12 (9H-carbazole), CC(C)([O-])C.[Na+] (sodium tert-butoxide). The reagents and catalysts are C=1C=CC(=CC1)/C=C/C(=O)/C=C/C2=CC=CC=C2.C=1C=CC(=CC1)/C=C/C(=O)/C=C/C2=CC=CC=C2.[Pd] (bis(dibenzylideneacetone)palladium(0)). Solvent: C=1(C(=CC=CC1)C)C (xylene), CCCCCC (hexane), O (water). The product is C1(=CC=CC=C1)C1=NN(C(=C1)C1=CC=CC=C1)C1=CC=C(C=C1)N1C2=CC=CC=C2C=2C=CC=CC12 (9-[4-(3,5-diphenyl-1H-pyrazol-1-yl)phenyl]-9H-carbazole). Reaction SMILES: Br[C:2]1[CH:7]=[CH:6][C:5]([N:8]2[C:12]([C:13]3[CH:18]=[CH:17][CH:16]=[CH:15][CH:14]=3)=[CH:11][C:10]([C:19]3[CH:24]=[CH:23][CH:22]=[CH:21][CH:20]=3)=[N:9]2)=[CH:4][CH:3]=1.[CH:25]1[C:37]2[NH:36][C:35]3[C:30](=[CH:31][CH:32]=[CH:33][CH:34]=3)[C:29]=2[CH:28]=[CH:27][CH:26]=1.CC(C)([O-])C.[Na+].C(P(C(C)(C)C)C(C)(C)C)(C)(C)C>C1C=CC(/C=C/C(/C=C/C2C=CC=CC=2)=O)=CC=1.C1C=CC(/C=C/C(/C=C/C2C=CC=CC=2)=O)=CC=1.[Pd].O.CCCCCC.C1(C)C(C)=CC=CC=1>[C:19]1([C:10]2[CH:11]=[C:12]([C:13]3[CH:18]=[CH:17][CH:16]=[CH:15][CH:14]=3)[N:8]([C:5]3[CH:6]=[CH:7][C:2]([N:36]4[C:37]5[CH:25]=[CH:26][CH:27]=[CH:28][C:29]=5[C:30]5[C:35]4=[CH:34][CH:33]=[CH:32][CH:31]=5)=[CH:3][CH:4]=3)[N:9]=2)[CH:24]=[CH:23][CH:22]=[CH:21][CH:20]=1 |f:2.3,5.6.7|. Reported procedure: In a 100 mL three-necked flask were placed 1.5 g (4.0 mmol) of 1(4-bromophenyl)-3,5-diphenyl-1H-pyrazol, 0.70 g (4.2 mmol) of 9H-carbazole, and 0.80 g (8.2 mmol) of sodium tert-butoxide, and the atmosphere in the flask was replaced with nitrogen. To this mixture was added 40 mL of xylene. The mixture was degassed by being stirred under reduced pressure, and then to this mixture were added 0.10 mL of a 10% hexane solution of tri(tert-butyl)phosphine and 50 mg (0.086 mmol) of bis(dibenzylideneacet...